describe an organic reaction: reactants, conditions, products, and yield From a dataset of the Open Reaction Database (ORD), a public repository of structured organic reaction records. Starting materials: COC(=O)c1sccc1S(=O)(=O)Nc1ccc(N2CCC(NCC(O)c3ccc(O)c(NS(C)(=O)=O)c3)CC2)cc1, [Na+], [OH-]. Product: CS(=O)(=O)Nc1cc(C(O)CNC2CCN(c3ccc(NS(=O)(=O)c4ccsc4C(=O)O)cc3)CC2)ccc1O. Reaction SMILES: [CH3:1][O:2][C:3](=[O:4])[c:5]1[s:6][cH:7][cH:8][c:9]1[S:10](=[O:11])(=[O:12])[NH:13][c:14]1[cH:15][cH:16][c:17]([N:20]2[CH2:21][CH2:22][CH:23]([NH:26][CH2:27][CH:28]([c:29]3[cH:30][c:31]([NH:36][S:37](=[O:38])(=[O:39])[CH3:40])[c:32]([OH:35])[cH:33][cH:34]3)[OH:41])[CH2:24][CH2:25]2)[cH:18][cH:19]1.[Na+:43].[OH-:42]>>[O:2]=[C:3]([OH:4])[c:5]1[s:6][cH:7][cH:8][c:9]1[S:10](=[O:11])(=[O:12])[NH:13][c:14]1[cH:15][cH:16][c:17]([N:20]2[CH2:21][CH2:22][CH:23]([NH:26][CH2:27][CH:28]([c:29]3[cH:30][c:31]([NH:36][S:37](=[O:38])(=[O:39])[CH3:40])[c:32]([OH:35])[cH:33][cH:34]3)[OH:41])[CH2:24][CH2:25]2)[cH:18][cH:19]1. Starting materials: C1(=CC=CC=C1)C[C@@H](C(=O)Cl)N1C(C=2C(C1=O)=CC=CC2)=O (3-phenyl-2(S)-phthal-imidoproionyl chloride), C1C(CC)O1 (1,2-butylene oxide). The reagents and catalysts are [Pd] (palladium on carbon). Solvent: C1(=CC=CC=C1)C (toluene), C1(=CC=CC=C1)C (toluene). Conditions: time 17 hour. The product is C1(=CC=CC=C1)C[C@@H](C=O)N1C(C=2C(C1=O)=CC=CC2)=O (3-phenyl-2(S)-phthalimidopropan-1-al). RXN SMILES: [C:1]1([CH2:7][C@H:8]([N:12]2[C:16](=[O:17])[C:15]3=[CH:18][CH:19]=[CH:20][CH:21]=[C:14]3[C:13]2=[O:22])[C:9](Cl)=[O:10])[CH:6]=[CH:5][CH:4]=[CH:3][CH:2]=1.C1OC1CC>C1(C)C=CC=CC=1.[Pd]>[C:1]1([CH2:7][C@H:8]([N:12]2[C:16](=[O:17])[C:15]3=[CH:18][CH:19]=[CH:20][CH:21]=[C:14]3[C:13]2=[O:22])[CH:9]=[O:10])[CH:2]=[CH:3][CH:4]=[CH:5][CH:6]=1. Procedure: The solution containing the 3-phenyl-2(S)-phthal-imidoproionyl chloride was diluted with 500 ml of toluene and combined with 72.11 g of 1,2-butylene oxide. 23.5 g of palladium on carbon (5%) and 100 ml of toluene were added to the solution. The suspension was hydrogenated for 17 hours with stirring and then filtered and the residue washed with 200 ml of toluene, wherein 3-phenyl-2(S)-phthalimidopropan-1-al was obtained. Reactants: NC1=NC=C(C(=C1N)N[C@H]1[C@H]([C@@H]2C=C[C@H]1C2)C(=O)N)Cl ((1S,2S,3R,4R)-3-(2,3-Diamino-5-chloro-pyridin-4-ylamino)-bicyclo[2.2.1]hept-5-ene-2-carboxylic acid amide), C(=O)C1=CC=C(C#N)C=C1 (4-Formylbenzonitrile), C(C)(=O)[O-].[NH4+] (Ammonium acetate). Procedure details: In a similar fashion to Compound CXXV, (1S,2S,3R,4R)-3-(2,3-Diamino-5-chloro-pyridin-4-ylamino)-bicyclo[2.2.1]hept-5-ene-2-carboxylic acid amide (75.00 mg, 0.2553 mmol), 4-Formylbenzonitrile (36.8 mg, 0.281 mmol), and Ammonium acetate (39.4 mg, 0.511 mmol) were reacted to produce 17.15 mg (17%) of the title compound. (300 MHz, DMSO-d6) 13.55 (s, 1H), 8.29 (d, J=8 Hz, 1H), 8.05-7.99 (m, 3H), 7.78 (s, 1H), 7.36 (m, 1H), 7.25 (s, 1H), 6.43 (m, 1H), 6.38 (m, 1H), 5.18 (t, J=17 Hz, 8.5 Hz, 1H), 2.90 ... RXN SMILES: [NH2:1][C:2]1[C:7]([NH2:8])=[C:6]([NH:9][C@@H:10]2[C@@H:15]3[CH2:16][C@@H:12]([CH:13]=[CH:14]3)[C@@H:11]2[C:17]([NH2:19])=[O:18])[C:5]([Cl:20])=[CH:4][N:3]=1.[CH:21]([C:23]1[CH:30]=[CH:29][C:26]([C:27]#[N:28])=[CH:25][CH:24]=1)=O.C([O-])(=O)C.[NH4+]>>[Cl:20][C:5]1[C:6]([NH:9][C@@H:10]2[C@@H:15]3[CH2:16][C@@H:12]([CH:13]=[CH:14]3)[C@@H:11]2[C:17]([NH2:19])=[O:18])=[C:7]2[N:8]=[C:21]([C:23]3[CH:30]=[CH:29][C:26]([C:27]#[N:28])=[CH:25][CH:24]=3)[NH:1][C:2]2=[N:3][CH:4]=1 |f:2.3|. The product is ClC=1C(=C2C(=NC1)NC(=N2)C2=CC=C(C=C2)C#N)N[C@H]2[C@H]([C@@H]1C=C[C@H]2C1)C(=O)N ((1S,2S,3R,4R)-3-[6-Chloro-2-(4-cyano-phenyl)-3H-imidazo[4,5-b]pyridin-7-ylamino]-bicyclo[2.2.1]hept-5-ene-2-carboxylic acid amide). Yield: 16.6%. Starting materials: 8-89, FC=1C=C(C=CC1)C1=CN=C2N1N=C(C=C2)N[C@@H]2CC[C@H](CC2)N (trans-N1-(3-(3-fluorophenyl)imidazo[1,2-b]pyridazin-6-yl)cyclohexane-1,4-diamine), CCN(C(C)C)C(C)C (DIPEA), CS(=O)(=O)Cl (MeSO2Cl). Run in CS(=O)C (DMSO). Run at time 8 hour. Yields the product FC=1C=C(C=CC1)C1=CN=C2N1N=C(C=C2)N[C@@H]2CC[C@H](CC2)NS(=O)(=O)C (N-(trans-4-((3-(3-fluorophenyl)imidazo[1,2-b]pyridazin-6-yl)amino)cyclohexyl)methanesulfonamide). As a reaction SMILES: [F:1][C:2]1[CH:3]=[C:4]([C:8]2[N:12]3[N:13]=[C:14]([NH:17][C@H:18]4[CH2:23][CH2:22][C@H:21]([NH2:24])[CH2:20][CH2:19]4)[CH:15]=[CH:16][C:11]3=[N:10][CH:9]=2)[CH:5]=[CH:6][CH:7]=1.CCN(C(C)C)C(C)C.[CH3:34][S:35](Cl)(=[O:37])=[O:36]>CS(C)=O>[F:1][C:2]1[CH:3]=[C:4]([C:8]2[N:12]3[N:13]=[C:14]([NH:17][C@H:18]4[CH2:23][CH2:22][C@H:21]([NH:24][S:35]([CH3:34])(=[O:37])=[O:36])[CH2:20][CH2:19]4)[CH:15]=[CH:16][C:11]3=[N:10][CH:9]=2)[CH:5]=[CH:6][CH:7]=1. Reported procedure: To a 0° C. solution of trans-N1-(3-(3-fluorophenyl)imidazo[1,2-b]pyridazin-6-yl)cyclohexane-1,4-diamine (180 mg, 0.55 mmol) and DIPEA (213.2 mg, 1.65 mol) in DMSO (2.8 mL) was added dropwise MeSO2Cl (63.4 mg, 0.55 mmol). The resulting mixture was stirred at room temperature overnight. LCMS showed most of starting material was converted. The mixture was partitioned between brine (100 mL) and EtOAc (50 mL) and separated. The aqueous layer was extracted with EtOAc (50 mL*3). The combined extracts w... The reactants are ClC1=CC=C(C(=N1)C)N (6-chloro-2-methylpyridin-3-amine), C1(CC1)C=O (cyclopropanecarbaldehyde), C(C)(=O)O[BH-](OC(C)=O)OC(C)=O.[Na+] (Sodium triacetoxyborohydride), C(C)(=O)O (acetic acid). Solvent: ClCCCl (1,2-dichloroethane). Reaction conditions: time 1 hour. Product: ClC1=CC=C(C(=N1)C)NCC1CC1 (6-Chloro-N-(cyclopropylmethyl)-2-methylpyridin-3-amine). RXN SMILES: [Cl:1][C:2]1[N:7]=[C:6]([CH3:8])[C:5]([NH2:9])=[CH:4][CH:3]=1.[CH:10]1([CH:13]=O)[CH2:12][CH2:11]1.C(O[BH-](OC(=O)C)OC(=O)C)(=O)C.[Na+].C(O)(=O)C>ClCCCl>[Cl:1][C:2]1[N:7]=[C:6]([CH3:8])[C:5]([NH:9][CH2:13][CH:10]2[CH2:12][CH2:11]2)=[CH:4][CH:3]=1 |f:2.3|. Procedure: In a dry flask, 6-chloro-2-methylpyridin-3-amine (200 mg, 1.40 mmol) and cyclopropanecarbaldehyde (116 μl, 1.54 mmol) were taken up in 1,2-dichloroethane (5.6 ml) under argon. The resulting clear solution was stirred at room temperature for 1 hour. Sodium triacetoxyborohydride (0.47 g, 2.10 mmol) and acetic acid (160 μl, 2.81 mmol) were sequentially added to the reaction mixture, which was stirred as such for 24 hours. The reaction mixture was quenched with aqueous sodium bicarbonate and extract... RXN SMILES: [CH3:29][C:30]#[N:31].[Cl+:25]([O-:26])[O-:27].[F:1][c:2]1[cH:3][c:4]([CH:14]=[O:15])[c:5]([O:12][CH3:13])[c:6]2[cH:7][cH:8][cH:9][cH:10][c:11]12.[Na+:22].[Na+:28].[OH2:16].[OH2:32].[OH:23][OH:24].[P:17](=[O:18])([O-:19])([OH:20])[OH:21]>>[F:1][c:2]1[cH:3][c:4]([C:14](=[O:15])[OH:18])[c:5]([O:12][CH3:13])[c:6]2[cH:7][cH:8][cH:9][cH:10][c:11]12. The reactants are CC#N, [O-][Cl+][O-], COc1c(C=O)cc(F)c2ccccc12, [Na+], [Na+], O, O, OO, O=P([O-])(O)O. The product is COc1c(C(=O)O)cc(F)c2ccccc12. Starting materials: O.NN (hydrazine hydrate), BrC=1C=C(C=CC1)C(CC(C(=O)O)O)=O (4-(3-bromophenyl)-2-hydroxy-4-oxobutyric acid). The solvent is C(C)O (ethanol). Reaction conditions: temperature 65 celsius. Yields the product BrC=1C=C(C=CC1)C=1CC(C(NN1)=O)O (6-(3-Bromophenyl)-4-hydroxy-4,5-dihydro-2H-pyridazin-3-one). The yield is 58.2%. As a reaction SMILES: O.[NH2:2][NH2:3].[Br:4][C:5]1[CH:6]=[C:7]([C:11](=O)[CH2:12][CH:13]([OH:17])[C:14](O)=[O:15])[CH:8]=[CH:9][CH:10]=1>C(O)C>[Br:4][C:5]1[CH:6]=[C:7]([C:11]2[CH2:12][CH:13]([OH:17])[C:14](=[O:15])[NH:2][N:3]=2)[CH:8]=[CH:9][CH:10]=1 |f:0.1|. Reported procedure: 0.25 g of hydrazine hydrate was added, at room temperature, to a mixture of 10 ml of ethanol and 1.36 g of 4-(3-bromophenyl)-2-hydroxy-4-oxobutyric acid (prepared following the procedure described in Preparation 3), and then the mixture was heated at 65° C. for 1.5 hours. The crystals which precipitated were collected by filtration at the same temperature and then washed with ethanol, giving 0.78 g (yield 58%) of the pure title compound melting at 158°-161° C.